From a dataset of the Open Reaction Database (ORD), a public repository of structured organic reaction records. describe an organic reaction: reactants, conditions, products, and yield Starting materials: CC=CCC(=O)O, Cl, Cl, Cl, NC1CCC(CCN2CCN(c3nccc4c3CCO4)CC2)CC1. Yields the product CC=CCC(=O)NC1CCC(CCN2CCN(c3nccc4c3CCO4)CC2)CC1. As a reaction SMILES: [C:28]([CH2:29][CH:30]=[CH:31][CH3:32])(=[O:33])[OH:34].[ClH:1].[ClH:2].[ClH:3].[O:4]1[CH2:5][CH2:6][c:7]2[c:8]([N:13]3[CH2:14][CH2:15][N:16]([CH2:19][CH2:20][CH:21]4[CH2:22][CH2:23][CH:24]([NH2:27])[CH2:25][CH2:26]4)[CH2:17][CH2:18]3)[n:9][cH:10][cH:11][c:12]21>>[O:4]1[CH2:5][CH2:6][c:7]2[c:8]([N:13]3[CH2:14][CH2:15][N:16]([CH2:19][CH2:20][CH:21]4[CH2:22][CH2:23][CH:24]([NH:27][C:28]([CH2:29][CH:30]=[CH:31][CH3:32])=[O:33])[CH2:25][CH2:26]4)[CH2:17][CH2:18]3)[n:9][cH:10][cH:11][c:12]21. The reactants are CN, CCO, NC(=O)c1cc(Cl)c([N+](=O)[O-])cc1[N+](=O)[O-], O. Product: CNc1cc(C(N)=O)c([N+](=O)[O-])cc1[N+](=O)[O-]. Reaction SMILES: [CH3:17][NH2:18].[CH3:20][CH2:21][OH:22].[Cl:1][c:2]1[c:3]([N+:14](=[O:15])[O-:16])[cH:4][c:5]([N+:11](=[O:12])[O-:13])[c:6]([C:7](=[O:8])[NH2:9])[cH:10]1.[OH2:19]>>[c:2]1([NH:18][CH3:17])[c:3]([N+:14](=[O:15])[O-:16])[cH:4][c:5]([N+:11](=[O:12])[O-:13])[c:6]([C:7](=[O:8])[NH2:9])[cH:10]1. The reactants are C(C)OC(=O)N1CCN(CC1)C(=O)C(CCC(=O)OC)NC(=O)C1=NC2=CC=CC=C2C(=C1)Cl (2-[1-(4-(ethoxycarbonyl)piperazin-1-yl)carbonyl-3-(methoxycarbonyl)propyl]aminocarbonyl-4-chloroquinoline), O[C@H]1CNCCC1 ((R)-3-hydroxypiperidine), CCN(C(C)C)C(C)C (DIEA), [OH-].[Li+] (lithium hydroxide). The solvent is CS(=O)C (DMSO). Conditions: temperature 110 celsius. Yields the product C(C)OC(=O)N1CCN(CC1)C(=O)C(CCC(=O)O)NC(=O)C1=NC2=CC=CC=C2C(=C1)N1CC(CC1)O (2-[1-(4-(ethoxycarbonyl)piperazin-1-yl)carbonyl-3-carboxypropyl]aminocarbonyl-4-(3-hydroxypyrrolidin-1-yl)quinoline). The yield is 24.7%. As a reaction SMILES: [CH2:1]([O:3][C:4]([N:6]1[CH2:11][CH2:10][N:9]([C:12]([CH:14]([NH:21][C:22]([C:24]2[CH:33]=[C:32](Cl)[C:31]3[C:26](=[CH:27][CH:28]=[CH:29][CH:30]=3)[N:25]=2)=[O:23])[CH2:15][CH2:16][C:17]([O:19]C)=[O:18])=[O:13])[CH2:8][CH2:7]1)=[O:5])[CH3:2].[OH:35][C@@H:36]1[CH2:41][CH2:40]C[NH:38][CH2:37]1.CCN(C(C)C)C(C)C.[OH-].[Li+]>CS(C)=O>[CH2:1]([O:3][C:4]([N:6]1[CH2:11][CH2:10][N:9]([C:12]([CH:14]([NH:21][C:22]([C:24]2[CH:33]=[C:32]([N:38]3[CH2:40][CH2:41][CH:36]([OH:35])[CH2:37]3)[C:31]3[C:26](=[CH:27][CH:28]=[CH:29][CH:30]=3)[N:25]=2)=[O:23])[CH2:15][CH2:16][C:17]([OH:19])=[O:18])=[O:13])[CH2:8][CH2:7]1)=[O:5])[CH3:2] |f:3.4|. Procedure details: To a solution of 2-[1-(4-(ethoxycarbonyl)piperazin-1-yl)carbonyl-3-(methoxycarbonyl)propyl]aminocarbonyl-4-chloroquinoline (150 mg, 0.315 mmol) in DMSO (3.0 mL) was added (R)-3-hydroxypiperidine (68 mg, 0.5 mmol) and DIEA (65 mg, 0.5 mL). The mixture was heated at 110° C. for 18 hours. The crude reaction mixture was treated with lithium hydroxide (3.0 mL 0.25 M) for 4 hours. The reaction was purified by preparative HPLC to afford 2-[1-(4-(ethoxycarbonyl)piperazin-1-yl)carbonyl-3-carboxypropyl]am... Reactants: O=C(Cl)c1cccc([N+](=O)[O-])c1, N#Cc1cc([N+](=O)[O-])ccc1N, c1ccncc1. Product: N#Cc1cc([N+](=O)[O-])ccc1NC(=O)c1cccc([N+](=O)[O-])c1. As a reaction SMILES: [N+:13](=[O:14])([O-:15])[c:16]1[cH:17][c:18]([C:19](=[O:20])[Cl:21])[cH:22][cH:23][cH:24]1.[NH2:1][c:2]1[c:3]([C:4]#[N:5])[cH:6][c:7]([N+:10](=[O:11])[O-:12])[cH:8][cH:9]1.[cH:25]1[cH:26][cH:27][n:28][cH:29][cH:30]1>>[NH:1]([c:2]1[c:3]([C:4]#[N:5])[cH:6][c:7]([N+:10](=[O:11])[O-:12])[cH:8][cH:9]1)[C:19]([c:18]1[cH:17][c:16]([N+:13](=[O:14])[O-:15])[cH:24][cH:23][cH:22]1)=[O:20]. Reactants: CO, Cl, [K+], NO, [Na+], [OH-], O, O=P([O-])(O)O, COC(=O)CCc1ccc2ccccc2n1. Product: O=C(CCc1ccc2ccccc2n1)NO. As a reaction SMILES: [CH3:28][OH:29].[ClH:17].[K+:27].[NH2:18][OH:19].[Na+:21].[OH-:20].[OH2:30].[P:22]([O-:23])([OH:24])([OH:25])=[O:26].[n:1]1[c:2]([CH2:11][CH2:12][C:13]([O:15][CH3:14])=[O:16])[cH:3][cH:4][c:5]2[cH:6][cH:7][cH:8][cH:9][c:10]12>>[n:1]1[c:2]([CH2:11][CH2:12][C:13](=[O:15])[NH:18][OH:19])[cH:3][cH:4][c:5]2[cH:6][cH:7][cH:8][cH:9][c:10]12. Starting materials: O=C([O-])[O-], N#Cc1cc(Cl)ccn1, [Cs+], [Cs+], Nc1cccnc1, O=C(C=Cc1ccccc1)C=Cc1ccccc1, C1COCCO1, O=C(C=Cc1ccccc1)C=Cc1ccccc1, O=C(C=Cc1ccccc1)C=Cc1ccccc1, [Pd], [Pd], CC1(C)c2cccc(P(c3ccccc3)c3ccccc3)c2Oc2c(P(c3ccccc3)c3ccccc3)cccc21. RXN SMILES: [C:17](=[O:18])([O-:19])[O-:20].[Cl:1][c:2]1[cH:3][c:4]([C:8]#[N:9])[n:5][cH:6][cH:7]1.[Cs+:21].[Cs+:22].[NH2:10][c:11]1[cH:12][n:13][cH:14][cH:15][cH:16]1.[O:103]=[C:104]([CH:105]=[CH:106][c:107]1[cH:108][cH:109][cH:110][cH:111][cH:112]1)[CH:113]=[CH:114][c:115]1[cH:116][cH:117][cH:118][cH:119][cH:120]1.[O:121]1[CH2:122][CH2:123][O:124][CH2:125][CH2:126]1.[O:67]=[C:68]([CH:69]=[CH:70][c:71]1[cH:72][cH:73][cH:74][cH:75][cH:76]1)[CH:77]=[CH:78][c:79]1[cH:80][cH:81][cH:82][cH:83][cH:84]1.[O:85]=[C:86]([CH:87]=[CH:88][c:89]1[cH:90][cH:91][cH:92][cH:93][cH:94]1)[CH:95]=[CH:96][c:97]1[cH:98][cH:99][cH:100][cH:101][cH:102]1.[Pd:65].[Pd:66].[c:23]1([P:24]([c:25]2[cH:26][cH:27][cH:28][cH:29][cH:30]2)[c:31]2[c:32]3[c:56]([cH:57][cH:58][cH:59]2)[C:53]([CH3:54])([CH3:55])[c:35]2[c:34]([c:39]([P:40]([c:41]4[cH:42][cH:43][cH:44][cH:45][cH:46]4)[c:47]4[cH:48][cH:49][cH:50][cH:51][cH:52]4)[cH:38][cH:37][cH:36]2)[O:33]3)[cH:60][cH:61][cH:62][cH:63][cH:64]1>>[c:2]1([NH:10][c:11]2[cH:12][n:13][cH:14][cH:15][cH:16]2)[cH:3][c:4]([C:8]#[N:9])[n:5][cH:6][cH:7]1. The product is N#Cc1cc(Nc2cccnc2)ccn1.